Dataset: the Open Reaction Database (ORD), a public repository of structured organic reaction records. Task: describe an organic reaction: reactants, conditions, products, and yield The reactants are BrC=1C=CC2=C(C=C(CCC2)C(=O)OC)C1 (methyl 2-bromo-6,7-dihydro-5H-benzocyclohepten-8-carboxylate). Solvent: CO (methanol), C1CCOC1 (THF), [OH-].[Na+] (NaOH). Product: BrC=1C=CC2=C(C=C(CCC2)C(=O)O)C1 (2-bromo-6,7-dihydro-5H-benzocyclohepten-8-carboxylic acid). Yield: 100.0%. As a reaction SMILES: [Br:1][C:2]1[CH:3]=[CH:4][C:5]2[CH2:11][CH2:10][CH2:9][C:8]([C:12]([O:14]C)=[O:13])=[CH:7][C:6]=2[CH:16]=1>CO.C1COCC1.[OH-].[Na+]>[Br:1][C:2]1[CH:3]=[CH:4][C:5]2[CH2:11][CH2:10][CH2:9][C:8]([C:12]([OH:14])=[O:13])=[CH:7][C:6]=2[CH:16]=1 |f:3.4|. Reported procedure: A mixture of methyl 2-bromo-6,7-dihydro-5H-benzocyclohepten-8-carboxylate (1.0 g) in methanol (25 ml), THF (25 ml) and 1N NaOH (18 ml) was refluxed for 1 hour. The solvent was concentrated, acidified using 1N HCl, and extracted with ethyl acetate. The organic layer was washed with water and brine, and dried over MgSO4. The solvent was evaporated in vacuo to give 2-bromo-6,7-dihydro-5H-benzocyclohepten-8-carboxylic acid (0.95 g) as colorless prisms. Reactants: FC1=CC=C(N)C=C1 (4-fluoroaniline), C(C1=CC=CC=C1)(=O)OC1=CC=C(C=O)C=C1 (4-benzoyloxybenzaldehyde). Run in C(C)(=O)OCC (ethyl acetate). Run at time 1 hour. Product: FC1=CC=C(C=C1)N=CC1=CC=C(C=C1)OC(C1=CC=CC=C1)=O ([4-[(4-fluorophenyl)iminomethyl]phenyl]benzoate). Reaction SMILES: [F:1][C:2]1[CH:8]=[CH:7][C:5]([NH2:6])=[CH:4][CH:3]=1.[C:9]([O:17][C:18]1[CH:25]=[CH:24][C:21]([CH:22]=O)=[CH:20][CH:19]=1)(=[O:16])[C:10]1[CH:15]=[CH:14][CH:13]=[CH:12][CH:11]=1>C(OCC)(=O)C>[F:1][C:2]1[CH:8]=[CH:7][C:5]([N:6]=[CH:22][C:21]2[CH:20]=[CH:19][C:18]([O:17][C:9](=[O:16])[C:10]3[CH:11]=[CH:12][CH:13]=[CH:14][CH:15]=3)=[CH:25][CH:24]=2)=[CH:4][CH:3]=1. Procedure: To a 500 ml flask were added 45.6 grams (0.374 mol) 4-hydroxylbenzaldehyde, 150 ml of acetone and 25.8 grams (0.187 mol) potassium carbonate. Then, 52.1 ml (0.449 mol) of benzoyl chloride (BzCl) was added therein dropwise slowly at a temperature of about 0° C. After the addition, the mixture was warmed up to room temperature and the reaction lasted 2 hours. The residue was extracted 3 times with ethyl acetate (150 ml×3). The organic phases were combined, dried over anhydrous sodium sulfate and c... Reactants: C(C)(C)N(CC)C(C)C (Diisopropylethylamine), ON1N=NC2=C1C=CC=C2 (1-hydroxybenzotriazole), Cl.CNOC (N,O-dimethylhydroxylamine hydrochloride), Cl.CN(CCCN=C=NCC)C (1-(3-dimethylaminopropyl)-3-ethylcarbodiimide hydrochloride), CN1CCC(C(=O)O)CC1 (1-Methylisonipecotic acid). Run in CN(C=O)C (dimethylformamide). Conditions: time 5 minute. Yields the product CON(C(C1CCN(CC1)C)=O)C (N-methoxy-N-methyl(1-methylisonipecotamide)). The yield is 132.8%. RXN SMILES: [CH3:1][N:2]1[CH2:10][CH2:9][CH:5]([C:6](O)=[O:7])[CH2:4][CH2:3]1.C(N(C(C)C)CC)(C)C.ON1C2C=CC=CC=2N=N1.Cl.[CH3:31][NH:32][O:33][CH3:34].Cl.CN(C)CCCN=C=NCC>CN(C)C=O>[CH3:34][O:33][N:32]([CH3:31])[C:6](=[O:7])[CH:5]1[CH2:9][CH2:10][N:2]([CH3:1])[CH2:3][CH2:4]1 |f:3.4,5.6|. Reported procedure: 1-Methylisonipecotic acid (5.5 g, 38.4 mmol) was dissolved in dimethylformamide (100 ml) with heating. Diisopropylethylamine (8.0 ml, 46.1 mmol), 1-hydroxybenzotriazole (5.2 g, 38.4 mmol), and N,O-dimethylhydroxylamine hydrochloride (4.1 g, 42.2 mmol) were added and the reaction mixture was stirred 5 min. 1-(3-dimethylaminopropyl)-3-ethylcarbodiimide hydrochloride (7.4 g, 38.4 mmol) was added and the resulting homogeneous solution was stirred for 63 hours at ambient temperature. The solvent was ... Reactants: [H-].[Na+] (sodium hydride), N1C=NC=C1 (imidazole), ClC=1C=C(C#N)C=CC1F (3-chloro-4-fluorobenzonitrile), C1(=CC=CC=C1)O (phenol), C([O-])([O-])=O.[K+].[K+] (potassium carbonate). Run in O (water), CS(=O)C (dimethylsulfoxide). Conditions: temperature 100 celsius. The product is N1(C=NC=C1)C=1C=C(C#N)C=CC1OC1=CC=CC=C1 (3-(1H-imidazol-1-yl)-4-phenoxybenzonitrile). The yield is 49.9%. As a reaction SMILES: Cl[C:2]1[CH:3]=[C:4]([CH:7]=[CH:8][C:9]=1F)[C:5]#[N:6].[C:11]1([OH:17])[CH:16]=[CH:15][CH:14]=[CH:13][CH:12]=1.C(=O)([O-])[O-].[K+].[K+].[H-].[Na+].[NH:26]1[CH:30]=[CH:29][N:28]=[CH:27]1>CS(C)=O.O>[N:26]1([C:2]2[CH:3]=[C:4]([CH:7]=[CH:8][C:9]=2[O:17][C:11]2[CH:16]=[CH:15][CH:14]=[CH:13][CH:12]=2)[C:5]#[N:6])[CH:30]=[CH:29][N:28]=[CH:27]1 |f:2.3.4,5.6|. Reported procedure: A reaction mixture solution prepared by suspending 77.8 mg of 3-chloro-4-fluorobenzonitrile, 51.8 mg of phenol and 82.9 mg of potassium carbonate in 2 mL of dimethylsulfoxide was heated at 100° C. for 14 hours under a nitrogen atmosphere. Subsequently, 24.0 mg of sodium hydride and 40.8 mg of imidazole were added to the reaction mixture solution, and the mixture was heated at 140° C. for 5 hours under a nitrogen atmosphere. After the addition of water to the reaction mixture solution, extraction... Starting materials: CCOC(=O)CC1(O)c2cc(Br)ccc2Oc2cnc(Cl)cc21, Cc1ccccc1, C[Si](C)(C)N=[N+]=[N-]. Yields the product CCOC(=O)CC1(N=[N+]=[N-])c2cc(Br)ccc2Oc2cnc(Cl)cc21. RXN SMILES: [Br:1][c:2]1[cH:3][c:4]2[c:14]([cH:15][cH:16]1)[O:13][c:7]1[c:6]([cH:11][c:10]([Cl:12])[n:9][cH:8]1)[C:5]2([OH:17])[CH2:18][C:19](=[O:20])[O:21][CH2:22][CH3:23].[CH3:31][c:32]1[cH:33][cH:34][cH:35][cH:36][cH:37]1.[N:24](=[N+:25]=[N-:26])[Si:27]([CH3:28])([CH3:29])[CH3:30]>>[Br:1][c:2]1[cH:3][c:4]2[c:14]([cH:15][cH:16]1)[O:13][c:7]1[c:6]([cH:11][c:10]([Cl:12])[n:9][cH:8]1)[C:5]2([CH2:18][C:19](=[O:20])[O:21][CH2:22][CH3:23])[N:24]=[N+:25]=[N-:26]. Reactants: CN(C=O)C (dimethylformamide), C(C)(=O)OCC (ethyl acetate), Cl(=O)(=O)(=O)[O-].CSC1=[S+]C=CS1 (2-methylthio-1,3-dithiolium perchlorate), N1CCC(C(=O)O)CC1 (isonipecotic acid). Run in CC(=O)C.C(C)OCC (acetone ethyl ether). Yields the product Cl(=O)(=O)(=O)[O-].S1C(SC=C1)=[N+]1CCC(CC1)C(=O)O (1-(1,3-dithiol-2-ylidene)-4-carboxypiperidinium perchlorate). Isolated yield 60.3%. RXN SMILES: CN(C)C=O.[Cl:6]([O-:10])(=[O:9])(=[O:8])=[O:7].CS[C:13]1[S:17][CH:16]=[CH:15][S+:14]=1.[NH:18]1[CH2:26][CH2:25][CH:21]([C:22]([OH:24])=[O:23])[CH2:20][CH2:19]1.C(OCC)(=O)C>CC(C)=O.C(OCC)C>[Cl:6]([O-:10])(=[O:9])(=[O:8])=[O:7].[S:14]1[CH:15]=[CH:16][S:17][C:13]1=[N+:18]1[CH2:26][CH2:25][CH:21]([C:22]([OH:24])=[O:23])[CH2:20][CH2:19]1 |f:1.2,5.6,7.8|. Procedure details: To 5 ml of dimethylformamide, 2.0 g of 2-methylthio-1,3-dithiolium perchlorate was suspended, and 1.2 g of isonipecotic acid was gradually added thereto under stirring at room temperature. The mixture was stirred at room temperature for 1 hour, and after an addition of 60 ml of ethyl acetate, the precipitated crystals were collected by filtration and recrystallized from acetone-ethyl ether, whereby 1.6 g (yield: 61%) of 1-(1,3-dithiol-2-ylidene)-4-carboxypiperidinium perchlorate (Compound No. 57...